This data is from the Open Reaction Database (ORD), a public repository of structured organic reaction records. The task is: describe an organic reaction: reactants, conditions, products, and yield Starting materials: ClC=1C=C2C(C(NC2=CC1)=O)(C1=C(C=CC(=C1)C)OC)N1[C@@H](C(=O)N(C)C)C[C@H](C1)O ((4R)-1-[5-chloro-3-(2-methoxy-5-methylphenyl)-2-oxo-2,3-dihydro-1H-indol-3-yl]-4-hydroxy-N,N-dimethyl-D-prolinamide), COC1=CC(=C(C=C1)S(=O)(=O)Cl)OC(F)(F)F (4-methoxy-2-(trifluoromethoxy)benzene sulfonyl chloride). Product: ClC=1C=C2C(C(N(C2=CC1)S(=O)(=O)C1=C(C=C(C=C1)OC)OC(F)(F)F)=O)(C1=C(C=CC(=C1)C)OC)N1[C@@H](C(=O)N(C)C)C[C@H](C1)O ((4R)-1-(5-chloro-3-(2-methoxy-5-methylphenyl)-1-{[4-methoxy-2-(trifluoromethoxy)phenyl]sulfonyl}-2-oxo-2,3-dihydro-1H-indol-3-yl)-4-hydroxy-N,N-dimethyl-D-prolinamide). As a reaction SMILES: [Cl:1][C:2]1[CH:3]=[C:4]2[C:8](=[CH:9][CH:10]=1)[NH:7][C:6](=[O:11])[C:5]2([N:21]1[CH2:30][C@H:29]([OH:31])[CH2:28][C@@H:22]1[C:23]([N:25]([CH3:27])[CH3:26])=[O:24])[C:12]1[CH:17]=[C:16]([CH3:18])[CH:15]=[CH:14][C:13]=1[O:19][CH3:20].[CH3:32][O:33][C:34]1[CH:39]=[CH:38][C:37]([S:40](Cl)(=[O:42])=[O:41])=[C:36]([O:44][C:45]([F:48])([F:47])[F:46])[CH:35]=1>>[Cl:1][C:2]1[CH:3]=[C:4]2[C:8](=[CH:9][CH:10]=1)[N:7]([S:40]([C:37]1[CH:38]=[CH:39][C:34]([O:33][CH3:32])=[CH:35][C:36]=1[O:44][C:45]([F:46])([F:47])[F:48])(=[O:42])=[O:41])[C:6](=[O:11])[C:5]2([N:21]1[CH2:30][C@H:29]([OH:31])[CH2:28][C@@H:22]1[C:23]([N:25]([CH3:27])[CH3:26])=[O:24])[C:12]1[CH:17]=[C:16]([CH3:18])[CH:15]=[CH:14][C:13]=1[O:19][CH3:20]. Procedure details: With 700 mg of the compound obtained in Step 133-1 and 505 mg of 4-methoxy-2-(trifluoromethoxy)benzene sulfonyl chloride as starting materials, respectively 219 mg (Isomer A: colorless amorphous) and 314 mg (Isomer B: colorless amorphous) of two species of diastereoisomers of the title compound were obtained by a similar method to Example 2.